Dataset: the Open Reaction Database (ORD), a public repository of structured organic reaction records. Task: describe an organic reaction: reactants, conditions, products, and yield The reactants are [N+](=O)([O-])C=1C=C(C=CC1)N1CCNCC1 (1-(3-Nitrophenyl)piperazine), Cl.C(C)O (hydrochloric acid ethanol). Product: C(C)(=O)C=1C=NN(C1C)C1=NC=CC=N1 (4-acetyl-1-(2-pyrimidinyl)-5-methylpyrazole), compound. Reaction SMILES: [N+:1]([C:4]1[CH:5]=[C:6]([N:10]2[CH2:15]CNCC2)[CH:7]=CC=1)([O-])=O.Cl.[CH2:17]([OH:19])[CH3:18]>>[C:17]([C:5]1[CH:4]=[N:1][N:10]([C:15]2[N:10]=[CH:6][CH:5]=[CH:4][N:1]=2)[C:6]=1[CH3:7])(=[O:19])[CH3:18] |f:1.2|. Reported procedure: 487 mg of 4-acetyl-1-(2-pyrimidinyl)-5-methylpyrazole, 524 mg of the compound obtained in the above (1) and 3.6 ml of a 1N hydrochloric acid/ethanol solution were dissolved in 40 ml of ethanol and heated under reflux for 54 hours. During this period, 4.3 g of paraformaldehyde was added thereto in portions. After cooling, the insoluble matters were collected by filtration. Thus 630 mg of the title compound was obtained in the form of a yellow solid product. The reactants are ClC=1C=CC(=C(C1)C1=CC(N(C=C1OC)C(C(=O)O)CC1COCCC1)=O)C#N (2-[4-(5-chloro-2-cyanophenyl)-5-methoxy-2-oxopyridin-1(2H)-yl]-3-(tetrahydro-2H-pyran-3-yl)propanoic acid), NC1=CC=C(C(=O)OC(C)(C)C)C=C1 (tert-butyl 4-aminobenzoate). Product: ClC=1C=CC(=C(C1)C1=CC(N(C=C1OC)C(C(=O)NC1=CC=C(C(=O)OC(C)(C)C)C=C1)CC1COCCC1)=O)C#N (tert-Butyl 4-({2-[4-(5-chloro-2-cyanophenyl)-5-methoxy-2-oxopyridin-1(2H)-yl]-3-(tetrahydro-2H-pyran-3-yl)propanoyl}amino)benzoate). Reaction SMILES: [Cl:1][C:2]1[CH:3]=[CH:4][C:5]([C:28]#[N:29])=[C:6]([C:8]2[C:13]([O:14][CH3:15])=[CH:12][N:11]([CH:16]([CH2:20][CH:21]3[CH2:26][CH2:25][CH2:24][O:23][CH2:22]3)[C:17]([OH:19])=O)[C:10](=[O:27])[CH:9]=2)[CH:7]=1.[NH2:30][C:31]1[CH:43]=[CH:42][C:34]([C:35]([O:37][C:38]([CH3:41])([CH3:40])[CH3:39])=[O:36])=[CH:33][CH:32]=1>>[Cl:1][C:2]1[CH:3]=[CH:4][C:5]([C:28]#[N:29])=[C:6]([C:8]2[C:13]([O:14][CH3:15])=[CH:12][N:11]([CH:16]([CH2:20][CH:21]3[CH2:26][CH2:25][CH2:24][O:23][CH2:22]3)[C:17]([NH:30][C:31]3[CH:43]=[CH:42][C:34]([C:35]([O:37][C:38]([CH3:39])([CH3:40])[CH3:41])=[O:36])=[CH:33][CH:32]=3)=[O:19])[C:10](=[O:27])[CH:9]=2)[CH:7]=1. Procedure details: 440 mg (purity 82%, 0.87 mmol) of 2-[4-(5-chloro-2-cyanophenyl)-5-methoxy-2-oxopyridin-1(2H)-yl]-3-(tetrahydro-2H-pyran-3-yl)propanoic acid (mixture of racemic diastereomers) and 184 mg (0.95 mmol, 1.1 eq.) of tert-butyl 4-aminobenzoate were reacted according to General Method 5A. Yield: 742 mg (purity 85%, quant.) Starting materials: CNC(=S)C1=CC(OC2=C1C=C(C=C2)C#N)(C)CC (N-methyl-6-cyano-2-ethyl-2-methyl-2H-1-benzopyran-4-carbothioamide), C1(=CC=C(C=C1)S(=O)(=O)Cl)C (p-toluenesulfonyl chloride), Cl (hydrochloric acid). The solvent is N1=CC=CC=C1 (pyridine). The product is CNC(=O)C1=CC(OC2=C1C=C(C=C2)C#N)(C)CC (N-methyl-6-cyano-2-ethyl-2-methyl-2H-1-benzopyran-4-carboxamide). Yield: 62.2%. Reaction SMILES: [CH3:1][NH:2][C:3]([C:5]1[C:10]2[CH:11]=[C:12]([C:15]#[N:16])[CH:13]=[CH:14][C:9]=2[O:8][C:7]([CH2:18][CH3:19])([CH3:17])[CH:6]=1)=S.C1(C)C=CC(S(Cl)(=O)=[O:27])=CC=1.Cl>N1C=CC=CC=1>[CH3:1][NH:2][C:3]([C:5]1[C:10]2[CH:11]=[C:12]([C:15]#[N:16])[CH:13]=[CH:14][C:9]=2[O:8][C:7]([CH2:18][CH3:19])([CH3:17])[CH:6]=1)=[O:27]. Reported procedure: A mixture of 70 mg of N-methyl-6-cyano-2-ethyl-2-methyl-2H-1-benzopyran-4-carbothioamide, 55 mg of p-toluenesulfonyl chloride, and 5 ml of pyridine was heated at reflux for 6 hours. To the reaction mixture was added 2N hydrochloric acid, and the mixture was extracted with dichloromethane. The extract was dried over magnesium sulfate, and purified by silica gel column chromatography (AcOEt:n-hexane=1:1) and recrystallized from a mixture of ethyl acetate and n-hexane to obtain 41 mg of N-methyl-6-... The reactants are C#Cc1ccc(NC(=O)CCCC(=O)ON2C(=O)CCC2=O)cc1, ClCCl, NCCCCCCO. Yields the product C#Cc1ccc(NC(=O)CCCC(=O)NCCCCCCO)cc1. Reaction SMILES: [C:1](#[CH:2])[c:3]1[cH:4][cH:5][c:6]([NH:9][C:10]([CH2:11][CH2:12][CH2:13][C:14]([O:16][N:15]2[C:17](=[O:18])[CH2:19][CH2:20][C:21]2=[O:22])=[O:23])=[O:24])[cH:7][cH:8]1.[Cl:33][CH2:34][Cl:35].[NH2:25][CH2:26][CH2:27][CH2:28][CH2:29][CH2:30][CH2:31][OH:32]>>[C:1](#[CH:2])[c:3]1[cH:4][cH:5][c:6]([NH:9][C:10]([CH2:11][CH2:12][CH2:13][C:14](=[O:16])[NH:25][CH2:26][CH2:27][CH2:28][CH2:29][CH2:30][CH2:31][OH:32])=[O:24])[cH:7][cH:8]1. Reactants: [Na].OC=C1C(OCC1)=O (3-hydroxymethylenedihydrofuran-2-one sodium salt), C(C1=CC=CC=C1)N (benzylamine). Product: C(C1=CC=CC=C1)NC=C1C(OCC1)=O (3-benzylaminomethylenedihydrofuran-2-one). As a reaction SMILES: [Na].O[CH:3]=[C:4]1[CH2:8][CH2:7][O:6][C:5]1=[O:9].[CH2:10]([NH2:17])[C:11]1[CH:16]=[CH:15][CH:14]=[CH:13][CH:12]=1>>[CH2:10]([NH:17][CH:3]=[C:4]1[CH2:8][CH2:7][O:6][C:5]1=[O:9])[C:11]1[CH:16]=[CH:15][CH:14]=[CH:13][CH:12]=1 |f:0.1,^1:0|. Reported procedure: Using 3-hydroxymethylenedihydrofuran-2-one sodium salt (50 mmol) and benzylamine (55 mmol) and using the abovementioned method A1, 3-benzylaminomethylenedihydrofuran-2-one is produced (7.50 g, efficiency: 70%) in the form of a white powder.